Dataset: the Open Reaction Database (ORD), a public repository of structured organic reaction records. Task: describe an organic reaction: reactants, conditions, products, and yield Starting materials: CCCC(=O)O, Cl, NC1CCC(CCN2CCC(c3cccc4c3OCO4)CC2)CC1. The product is CCCC(=O)NC1CCC(CCN2CCC(c3cccc4c3OCO4)CC2)CC1. As a reaction SMILES: [CH3:26][CH2:27][CH2:28][C:29]([OH:30])=[O:31].[ClH:1].[O:2]1[CH2:3][O:4][c:5]2[c:6]1[cH:7][cH:8][cH:9][c:10]2[CH:11]1[CH2:12][CH2:13][N:14]([CH2:17][CH2:18][CH:19]2[CH2:20][CH2:21][CH:22]([NH2:25])[CH2:23][CH2:24]2)[CH2:15][CH2:16]1>>[O:2]1[CH2:3][O:4][c:5]2[c:6]1[cH:7][cH:8][cH:9][c:10]2[CH:11]1[CH2:12][CH2:13][N:14]([CH2:17][CH2:18][CH:19]2[CH2:20][CH2:21][CH:22]([NH:25][C:29]([CH2:28][CH2:27][CH3:26])=[O:30])[CH2:23][CH2:24]2)[CH2:15][CH2:16]1. Reaction SMILES: [CH2:1]([c:2]1[cH:3][cH:4][cH:5][cH:6][cH:7]1)[n:8]1[c:9](=[O:29])[nH:10][c:11]2[c:12]([NH:21][CH2:22][c:23]3[cH:24][cH:25][cH:26][cH:27][cH:28]3)[n:13][c:14]([CH2:17][CH2:18][O:19][CH3:20])[cH:15][c:16]12.[Na+:35].[O-:31][C:32]([OH:33])=[O:34].[OH2:30].[S:36](=[O:37])(=[O:38])([OH:39])[OH:40]>>[CH2:1]([c:2]1[cH:3][cH:4][cH:5][cH:6][cH:7]1)[n:8]1[c:9](=[O:29])[nH:10][c:11]2[c:12]([NH2:21])[n:13][c:14]([CH2:17][CH2:18][O:19][CH3:20])[cH:15][c:16]12. Yields the product COCCc1cc2c([nH]c(=O)n2Cc2ccccc2)c(N)n1. Reactants: COCCc1cc2c([nH]c(=O)n2Cc2ccccc2)c(NCc2ccccc2)n1, [Na+], O=C([O-])O, O, O=S(=O)(O)O. Starting materials: N1=C(C=CC2=CC=CC=C12)COC1=CC=C(OCC=2C=C(OCC#N)C=CC2)C=C1 (α-(3-(4-(2-quinolinylmethyloxy)phenoxymethyl)phenoxy)acetonitrile), [N-]=[N+]=[N-].[Na+] (sodium azide), [Cl-].[NH4+] (ammonium chloride). Solvent: CN(C=O)C (dimethylformamide), C(C)(=O)OCC (ethyl acetate). Yields the product N1=C(C=CC2=CC=CC=C12)COC1=CC=C(OCC=2C=C(OCC3=NN=NN3)C=CC2)C=C1 (5-(3-(4-(2-quinolinylmethyloxy)phenoxymethyl)phenoxymethyl)tetrazole). As a reaction SMILES: [N:1]1[C:10]2[C:5](=[CH:6][CH:7]=[CH:8][CH:9]=2)[CH:4]=[CH:3][C:2]=1[CH2:11][O:12][C:13]1[CH:30]=[CH:29][C:16]([O:17][CH2:18][C:19]2[CH:20]=[C:21]([CH:26]=[CH:27][CH:28]=2)[O:22][CH2:23][C:24]#[N:25])=[CH:15][CH:14]=1.[N-:31]=[N+:32]=[N-:33].[Na+].[Cl-].[NH4+]>CN(C)C=O.C(OCC)(=O)C>[N:1]1[C:10]2[C:5](=[CH:6][CH:7]=[CH:8][CH:9]=2)[CH:4]=[CH:3][C:2]=1[CH2:11][O:12][C:13]1[CH:30]=[CH:29][C:16]([O:17][CH2:18][C:19]2[CH:20]=[C:21]([CH:26]=[CH:27][CH:28]=2)[O:22][CH2:23][C:24]2[NH:33][N:32]=[N:31][N:25]=2)=[CH:15][CH:14]=1 |f:1.2,3.4|. Reported procedure: α-(3-(4-(2-quinolinylmethyloxy)phenoxymethyl)phenoxy)acetonitrile (8.12 mmol), sodium azide (24.4 mmol) and ammonium chloride (24.4 mmol) in dimethylformamide (10 ml) are heated at 115°-120° C. for 6 hrs. After cooling, the reaction mixture is diluted with ethyl acetate (150 ml), washed with water (6×100 ml) then dried and evaporated. The residue is chromatographed on a column of silica gel (360 g) and eluted with a gradient of isopropanol in methylene chloride to give 5-(3-(4-(2-quinolinylmethy...